This data is from the Open Reaction Database (ORD), a public repository of structured organic reaction records. The task is: describe an organic reaction: reactants, conditions, products, and yield The reactants are COc1cc(Br)c2c(c1)C1CN(C)CCC1CO2, [Li]CCCC, C1CCOC1, CI, CCOC(C)=O, O. Yields the product COc1cc(C)c2c(c1)C1CN(C)CCC1CO2. Reaction SMILES: [Br:1][c:2]1[cH:3][c:4]([O:17][CH3:18])[cH:5][c:6]2[c:7]1[O:8][CH2:9][CH:10]1[CH:11]2[CH2:12][N:13]([CH3:16])[CH2:14][CH2:15]1.[CH2:19]([Li:20])[CH2:21][CH2:22][CH3:23].[CH2:27]1[O:28][CH2:29][CH2:30][CH2:31]1.[CH3:24][I:25].[CH3:32][CH2:33][O:34][C:35](=[O:36])[CH3:37].[OH2:26]>>[c:2]1([CH3:19])[cH:3][c:4]([O:17][CH3:18])[cH:5][c:6]2[c:7]1[O:8][CH2:9][CH:10]1[CH:11]2[CH2:12][N:13]([CH3:16])[CH2:14][CH2:15]1. Starting materials: C(C1=CC=CC=C1)C=1C(NC(=NC1C)SCC)=O (5-benzyl-2-(ethylthio)-6-methylpyrimidin-4(3H)-one), BrCC1=CC=C(C=C1)C1=C(C=CC=C1)C1=NOC(=N1)C(Cl)(Cl)Cl (3-[4′-(bromomethyl)biphenyl-2-yl]-5-(trichloromethyl)-1,2,4-oxadiazole), C([O-])([O-])=O.[Cs+].[Cs+] (cesium carbonate). The solvent is C(C)(=O)OCC (ethyl acetate), CN(C=O)C (N,N-dimethylformamide). Conditions: time 12 hour. Yields the product C(C1=CC=CC=C1)C=1C(N(C(=NC1C)SCC)CC1=CC=C(C=C1)C1=C(C=CC=C1)C1=NOC(N1)=O)=O (5-benzyl-2-(ethylthio)-6-methyl-3-{[2′-(5-oxo-4,5-dihydro-1,2,4-oxadiazol-3-yl)biphenyl-4-yl]methyl}pyrimidin-4(3H)-one). Yield: 5.8%. RXN SMILES: [CH2:1]([C:8]1[C:9](=[O:18])[NH:10][C:11]([S:15][CH2:16][CH3:17])=[N:12][C:13]=1[CH3:14])[C:2]1[CH:7]=[CH:6][CH:5]=[CH:4][CH:3]=1.Br[CH2:20][C:21]1[CH:26]=[CH:25][C:24]([C:27]2[CH:32]=[CH:31][CH:30]=[CH:29][C:28]=2[C:33]2[N:37]=[C:36](C(Cl)(Cl)Cl)[O:35][N:34]=2)=[CH:23][CH:22]=1.C(=O)([O-])[O-:43].[Cs+].[Cs+]>CN(C)C=O.C(OCC)(=O)C>[CH2:1]([C:8]1[C:9](=[O:18])[N:10]([CH2:20][C:21]2[CH:26]=[CH:25][C:24]([C:27]3[CH:32]=[CH:31][CH:30]=[CH:29][C:28]=3[C:33]3[NH:37][C:36](=[O:43])[O:35][N:34]=3)=[CH:23][CH:22]=2)[C:11]([S:15][CH2:16][CH3:17])=[N:12][C:13]=1[CH3:14])[C:2]1[CH:3]=[CH:4][CH:5]=[CH:6][CH:7]=1 |f:2.3.4|. Procedure details: To a solution of 5-benzyl-2-(ethylthio)-6-methylpyrimidin-4(3H)-one (0.22 g) and 3-[4′-(bromomethyl)biphenyl-2-yl]-5-(trichloromethyl)-1,2,4-oxadiazole (0.44 g) in N,N-dimethylformamide (5 mL) was added cesium carbonate (0.36 g), and the mixture was stirred for 12 hr. The reaction mixture was diluted with ethyl acetate, washed with 1 M hydrochloric acid and saturated brine and dried over anhydrous sodium sulfate. The solvent was evaporated under reduced pressure. The residue was dissolved in tet... The reactants are N[C@@H]1[C@@H](CCCC1)NC=1C=C(C(=NC1)C#N)NC1=NC=2CCC=C(C2C=C1)C (5-((1R,2S)-2-aminocyclohexylamino)-3-(5-methyl-7,8-dihydroquinolin-2-ylamino)picolinonitrile), C[Si]([O-])(C)C.[K+] (potassium trimethylsilanolate). Run in O1CCOCC1 (1,4-dioxane). Run at temperature 100 celsius. Yields the product N[C@@H]1[C@@H](CCCC1)NC=1C=C(C(=NC1)C(=O)N)NC1=NC=2CCC=C(C2C=C1)C (5-{[(1R,2S)-2-aminocyclohexyl]amino}-3-[(5-methyl-7,8-dihydroquinolin-2-yl)amino]pyridine-2-carboxamide). Reaction SMILES: [NH2:1][C@H:2]1[CH2:7][CH2:6][CH2:5][CH2:4][C@H:3]1[NH:8][C:9]1[CH:10]=[C:11]([NH:17][C:18]2[CH:27]=[CH:26][C:25]3[C:24]([CH3:28])=[CH:23][CH2:22][CH2:21][C:20]=3[N:19]=2)[C:12]([C:15]#[N:16])=[N:13][CH:14]=1.C[Si](C)(C)[O-:31].[K+]>O1CCOCC1>[NH2:1][C@H:2]1[CH2:7][CH2:6][CH2:5][CH2:4][C@H:3]1[NH:8][C:9]1[CH:10]=[C:11]([NH:17][C:18]2[CH:27]=[CH:26][C:25]3[C:24]([CH3:28])=[CH:23][CH2:22][CH2:21][C:20]=3[N:19]=2)[C:12]([C:15]([NH2:16])=[O:31])=[N:13][CH:14]=1 |f:1.2|. Reported procedure: A suspension of 5-((1R,2S)-2-aminocyclohexylamino)-3-(5-methyl-7,8-dihydroquinolin-2-ylamino)picolinonitrile (19 mg, 0.051 mmol) and potassium trimethylsilanolate (98 mg, 0.76 mmol) in 1,4-dioxane (1 mL) was heated to 100° C. in an oil bath for 3 hours. After cooling to room temperature, the reaction mixture was concentrated under reduced pressure. The residue was diluted with DMSO, filtered, and purified by reverse phase HPLC (acetonitrile/water with 0.1% TFA, linear gradient) to yield 5-{[(1R,... Product: O=C1Nc2ccccc2N(C(=O)N2CCC(CCCCN3CCCC3)CC2)c2ncccc21. As a reaction SMILES: [CH3:35][CH2:36][OH:37].[Cl:1][C:2](=[O:3])[N:4]1[c:5]2[c:6]([cH:16][cH:17][cH:18][n:19]2)[C:7](=[O:15])[NH:8][c:9]2[c:10]1[cH:11][cH:12][cH:13][cH:14]2.[N:20]1([CH2:25][CH2:26][CH2:27][CH2:28][CH:29]2[CH2:30][CH2:31][NH:32][CH2:33][CH2:34]2)[CH2:21][CH2:22][CH2:23][CH2:24]1>>[C:2](=[O:3])([N:4]1[c:5]2[c:6]([cH:16][cH:17][cH:18][n:19]2)[C:7](=[O:15])[NH:8][c:9]2[c:10]1[cH:11][cH:12][cH:13][cH:14]2)[N:32]1[CH2:31][CH2:30][CH:29]([CH2:28][CH2:27][CH2:26][CH2:25][N:20]2[CH2:21][CH2:22][CH2:23][CH2:24]2)[CH2:34][CH2:33]1. Starting materials: CCO, O=C1Nc2ccccc2N(C(=O)Cl)c2ncccc21, C(CCN1CCCC1)CC1CCNCC1. Starting materials: CC(=O)CCc1ccc(C(C)=O)s1, ClCCl, CCOC(OCC)OCC, OCCO, Cc1ccc(S(=O)(=O)O)cc1. As a reaction SMILES: [C:1]([CH3:2])(=[O:3])[c:4]1[cH:5][cH:6][c:7]([CH2:9][CH2:10][C:11]([CH3:12])=[O:13])[s:8]1.[CH2:39]([Cl:40])[Cl:41].[CH:18]([O:19][CH2:20][CH3:21])([O:22][CH2:23][CH3:24])[O:25][CH2:26][CH3:27].[OH:14][CH2:15][CH2:16][OH:17].[c:28]1([CH3:29])[cH:30][cH:31][c:32]([S:33]([OH:34])(=[O:35])=[O:36])[cH:37][cH:38]1>>[C:1]([CH3:2])(=[O:3])[c:4]1[cH:5][cH:6][c:7]([CH2:9][CH2:10][C:11]2([CH3:12])[O:13][CH2:16][CH2:15][O:14]2)[s:8]1. The product is CC(=O)c1ccc(CCC2(C)OCCO2)s1. Starting materials: COC(=O)C=1C(=C2C=C(C(N(C2=C(N1)C=1C=NC=CC1)CC1=CC=CC=C1)=O)C1=CC=CC=C1)O (1-benzyl-5-hydroxy-2-oxo-3-phenyl-8-pyridin-3-yl-1,2-dihydro-[1,7]naphthyridine-6-carboxylic acid methyl ester), NCCC(=O)O (β-alanine), C[O-].[Na+] (NaOMe). Yields the product C(C1=CC=CC=C1)N1C(C(=CC2=C(C(=NC(=C12)C=1C=NC=CC1)C(=O)NCCC(=O)O)O)C1=CC=CC=C1)=O (3-[(1-Benzyl-5-hydroxy-2-oxo-3-phenyl-8-pyridin-3-yl-1,2-dihydro-[1,7]naphthyridine-6-carbonyl)-amino]-propionic acid). Yield: 73.3%. RXN SMILES: CO[C:3]([C:5]1[C:6]([OH:35])=[C:7]2[C:12](=[C:13]([C:15]3[CH:16]=[N:17][CH:18]=[CH:19][CH:20]=3)[N:14]=1)[N:11]([CH2:21][C:22]1[CH:27]=[CH:26][CH:25]=[CH:24][CH:23]=1)[C:10](=[O:28])[C:9]([C:29]1[CH:34]=[CH:33][CH:32]=[CH:31][CH:30]=1)=[CH:8]2)=[O:4].[NH2:36][CH2:37][CH2:38][C:39]([OH:41])=[O:40].C[O-].[Na+]>>[CH2:21]([N:11]1[C:12]2[C:7](=[C:6]([OH:35])[C:5]([C:3]([NH:36][CH2:37][CH2:38][C:39]([OH:41])=[O:40])=[O:4])=[N:14][C:13]=2[C:15]2[CH:16]=[N:17][CH:18]=[CH:19][CH:20]=2)[CH:8]=[C:9]([C:29]2[CH:30]=[CH:31][CH:32]=[CH:33][CH:34]=2)[C:10]1=[O:28])[C:22]1[CH:27]=[CH:26][CH:25]=[CH:24][CH:23]=1 |f:2.3|. Reported procedure: A mixture of 1-benzyl-5-hydroxy-2-oxo-3-phenyl-8-pyridin-3-yl-1,2-dihydro-[1,7]naphthyridine-6-carboxylic acid methyl ester (35 mg, 0.076 mmol), β-alanine (896 mg, 10.1 mmol) and NaOMe solution (15 mL, 7.6 mmol, 0.5 M in MeOH) was refluxed for 16 h. After the mixture was cooled to r.t., the solvent was evaporated in vacuo. The residue was dissolved in water and washed several times with ether. The aqueous layer was acidified to pH about 3 with 4 M HCl, and the resulting precipitate was collected... The reactants are [Li]CCCC (n-BuLi), CN(C)CCN(C)C (TMEDA), C(C)OC(NC1=NC(=CC=C1)F)=O ((6-fluoro-pyridin-2yl)-carbamic acid ethyl ester), II (I2), N#N (N2). The solvent is C1CCOC1 (THF). Conditions: temperature -78 celsius, time 2 hour. Yields the product C(C)OC(NC1=NC(=CC=C1I)F)=O ((6-fluoro-3-iodo-pyridin-2yl)-carbamic acid ethyl ester). Yield: 70.2%. RXN SMILES: CN(CCN(C)C)C.[CH2:9]([O:11][C:12](=[O:21])[NH:13][C:14]1[CH:19]=[CH:18][CH:17]=[C:16]([F:20])[N:15]=1)[CH3:10].N#N.[Li]CCCC.[I:29]I>C1COCC1>[CH2:9]([O:11][C:12](=[O:21])[NH:13][C:14]1[C:19]([I:29])=[CH:18][CH:17]=[C:16]([F:20])[N:15]=1)[CH3:10]. Procedure: 28.6 ml (0.18 mol) TMEDA was added to a solution of compound 56 (13.41 g, 72.9 mmol) dissolved in 300 ml anhydrous THF. The mixture was cooled to −78° C. (under N2). To the stirred reaction mixture was added 76 ml (2.5 M n-BuLi) and the mixture was stirred for 2 hours at −78° C. After the addition of I2(48 g, 0.17 mol), the mixture was stirred for 1 hour at −78° C. The reaction mixture was subsequently quenched with a saturated Na2S2O3 solution and allowed to warm to ambient temperature. Ethyl a... Reaction SMILES: C=O.[O:3]=[C:4]([N:19]1[CH2:24][CH2:23][CH:22]([O:25][C:26]2[CH:31]=[CH:30][CH:29]=[C:28]([C:32]([F:35])([F:34])[F:33])[CH:27]=2)[CH2:21][CH2:20]1)[CH2:5][NH:6][C:7]([C:9]1[N:10]=[N:11][N:12]([CH:14]2[CH2:18][CH2:17][NH:16][CH2:15]2)[CH:13]=1)=[O:8].[C:36](O)(=O)C.N>O.[Zn]>[O:3]=[C:4]([N:19]1[CH2:24][CH2:23][CH:22]([O:25][C:26]2[CH:31]=[CH:30][CH:29]=[C:28]([C:32]([F:33])([F:34])[F:35])[CH:27]=2)[CH2:21][CH2:20]1)[CH2:5][NH:6][C:7]([C:9]1[N:10]=[N:11][N:12]([CH:14]2[CH2:18][CH2:17][N:16]([CH3:36])[CH2:15]2)[CH:13]=1)=[O:8]. Starting materials: N (ammonia), C=O (formaldehyde), O=C(CNC(=O)C=1N=NN(C1)C1CNCC1)N1CCC(CC1)OC1=CC(=CC=C1)C(F)(F)F (1-pyrrolidin-3-yl-1H-[1,2,3]triazole-4-carboxylic acid {2-oxo-2-[4-(3-trifluoromethyl-phenoxy)-piperidin-1-yl]-ethyl}-amide), C(C)(=O)O (acetic acid). Run at time 5 minute. Isolated yield 122.1%. The product is O=C(CNC(=O)C=1N=NN(C1)C1CN(CC1)C)N1CCC(CC1)OC1=CC(=CC=C1)C(F)(F)F (1-(1-methyl-pyrrolidin-3-yl)-1H-[1,2,3]triazole-4-carboxylic acid {2-oxo-2-[4-(3-trifluoromethyl-phenoxy)-piperidin-1-yl]-ethyl}-amide). Reported procedure: 37% Aqueous formaldehyde (12 mg, 0.4 mmol) solution was added to a stirred solution of 1-pyrrolidin-3-yl-1H-[1,2,3]triazole-4-carboxylic acid {2-oxo-2-[4-(3-trifluoromethyl-phenoxy)-piperidin-1-yl]-ethyl}-amide (100 mg, 0.15 mmol) in a mixture of acetic acid (37.62 mg, 0.62 mmol) and H2O (0.5 mL) and stirring was continued at ambient temperature for 5 minutes. To the above mixture was added, Zinc powder (39.23 mg, 0.6 mmol) and stirring was continued at ambient temperature for 1 hr. The reaction... The reagents and catalysts are [Zn] (Zinc). Run in O (H2O). The reactants are BrC1=CC(=C(C(=O)O)C=C1)OC (4-bromo-2-methoxybenzoic acid), CC=1C(=NC=C(C1)C)N1CCNCC1 (1-(3,5-dimethylpyridin-2-yl)piperazine). Yields the product BrC1=CC(=C(C=C1)C(=O)N1CCN(CC1)C1=NC=C(C=C1C)C)OC ((4-bromo-2-methoxyphenyl) [4-(3,5-dimethylpyridin-2-yl)piperazin-1-yl]methanone). Isolated yield 94.4%. Reaction SMILES: [Br:1][C:2]1[CH:10]=[CH:9][C:5]([C:6]([OH:8])=O)=[C:4]([O:11][CH3:12])[CH:3]=1.[CH3:13][C:14]1[C:15]([N:21]2[CH2:26][CH2:25][NH:24][CH2:23][CH2:22]2)=[N:16][CH:17]=[C:18]([CH3:20])[CH:19]=1>>[Br:1][C:2]1[CH:10]=[CH:9][C:5]([C:6]([N:24]2[CH2:25][CH2:26][N:21]([C:15]3[C:14]([CH3:13])=[CH:19][C:18]([CH3:20])=[CH:17][N:16]=3)[CH2:22][CH2:23]2)=[O:8])=[C:4]([O:11][CH3:12])[CH:3]=1. Reported procedure: Using 4-bromo-2-methoxybenzoic acid (2.31 g) and 1-(3,5-dimethylpyridin-2-yl)piperazine (1.91 g) described in Preparation Example 79 and by the reaction and treatment in the same manner as in Preparation Example 111, the title compound (3.81 g) was obtained.